From a dataset of the Open Reaction Database (ORD), a public repository of structured organic reaction records. describe an organic reaction: reactants, conditions, products, and yield The reactants are COC=1C=C(C=C(C1)C1=CC2=CC=C(C=C2C=C1)OC)CCC(=O)NC1=CC=CC=C1 (3-[3-methoxy-5-(6-methoxy-naphthalene-2-yl)phenyl]-N-phenylpropionamide), [Cl-].[Cl-].[Cl-].[Al+3] (aluminum trichloride). Product: OC=1C=C(C=C(C1)C1=CC2=CC=C(C=C2C=C1)O)CCC(=O)NC1=CC=CC=C1 (3-[3-Hydroxy-5-(6-hydroxynaphthalene-2-yl)phenyl]-N-phenylpropionamide). The yield is 23.0%. RXN SMILES: C[O:2][C:3]1[CH:4]=[C:5]([CH2:21][CH2:22][C:23]([NH:25][C:26]2[CH:31]=[CH:30][CH:29]=[CH:28][CH:27]=2)=[O:24])[CH:6]=[C:7]([C:9]2[CH:18]=[CH:17][C:16]3[C:11](=[CH:12][CH:13]=[C:14]([O:19]C)[CH:15]=3)[CH:10]=2)[CH:8]=1.[Cl-].[Cl-].[Cl-].[Al+3]>>[OH:2][C:3]1[CH:4]=[C:5]([CH2:21][CH2:22][C:23]([NH:25][C:26]2[CH:27]=[CH:28][CH:29]=[CH:30][CH:31]=2)=[O:24])[CH:6]=[C:7]([C:9]2[CH:18]=[CH:17][C:16]3[C:11](=[CH:12][CH:13]=[C:14]([OH:19])[CH:15]=3)[CH:10]=2)[CH:8]=1 |f:1.2.3.4|. Reported procedure: The compound is prepared by reaction of 3-[3-methoxy-5-(6-methoxy-naphthalene-2-yl)phenyl]-N-phenylpropionamide (55 mg, 0.13 mmol, 1 eq) with aluminum trichloride (291.3 mg, 2.19 mmol, 12 eq) according to method F. Purification by preparative thin-layer chromatography with hexane/ethyl acetate 1/1 yielded the desired product in a yield of 23%, 17 mg. Reactants: BrC=1C=CC(=NC1)Cl (5-bromo-2-chloropyridine), N1(CCCCC1)C[C@@H]1CCC(N1)=O ((5S)-5-(piperidin-1-ylmethyl)pyrrolidin-2-one), C([O-])([O-])=O.[Cs+].[Cs+] (cesium carbonate). Reagents/catalysts: [Pd].[Pd].C(C1=CC=CC=C1)=CC(=O)C=CC1=CC=CC=C1.C(C1=CC=CC=C1)=CC(=O)C=CC1=CC=CC=C1.C(C1=CC=CC=C1)=CC(=O)C=CC1=CC=CC=C1 (tris(dibenzylideneacetone) dipalladium (0)). Run in O1CCOCC1 (dioxane). Reaction conditions: temperature 100 celsius, time 12 hour. Yields the product ClC1=CC=C(C=N1)N1C(CC[C@H]1CN1CCCCC1)=O ((5S)-1-(6-chloropyridin-3-yl)-5-(piperidin-1-ylmethyl)pyrrolidin-2-one). Isolated yield 44.0%. As a reaction SMILES: Br[C:2]1[CH:3]=[CH:4][C:5]([Cl:8])=[N:6][CH:7]=1.[N:9]1([CH2:15][C@H:16]2[NH:20][C:19](=[O:21])[CH2:18][CH2:17]2)[CH2:14][CH2:13][CH2:12][CH2:11][CH2:10]1.C(=O)([O-])[O-].[Cs+].[Cs+]>O1CCOCC1.[Pd].[Pd].C(=CC(C=CC1C=CC=CC=1)=O)C1C=CC=CC=1.C(=CC(C=CC1C=CC=CC=1)=O)C1C=CC=CC=1.C(=CC(C=CC1C=CC=CC=1)=O)C1C=CC=CC=1>[Cl:8][C:5]1[N:6]=[CH:7][C:2]([N:20]2[C@H:16]([CH2:15][N:9]3[CH2:10][CH2:11][CH2:12][CH2:13][CH2:14]3)[CH2:17][CH2:18][C:19]2=[O:21])=[CH:3][CH:4]=1 |f:2.3.4,6.7.8.9.10|. Reported procedure: A suspension of 5-bromo-2-chloropyridine a130 (0.75 g, 3.9 mmol, 1 eq), (5S)-5-(piperidin-1-ylmethyl)pyrrolidin-2-one a15 (0.85 g, 4.67 mmol, 1.2 eq), cesium carbonate (1.78 g, 5.46 mmol, 1.4 eq), Xanphos (0.17 g, 0.29 mmol, 0.075 eq), and tris(dibenzylideneacetone) dipalladium (0) (89 mg, 0.097 mmol, 0.025 eq) in dioxane (25 ml) is stirred under an argon atmosphere in a sealed tube for 12 h at 100° C. The mixture is left to cool to room temperature and filtered through a pad of Celite. The soli... Reactants: O1CC(C1)=C(C(=O)OCC)C (Ethyl 2-(oxetan-3-ylidene)propanoate). The reagents and catalysts are [Pd] (Pd/C). Solvent: CCO (EtOH). Reaction conditions: time 16 hour. Product: O1CC(C1)C(C(=O)OCC)C (Ethyl 2-(oxetan-3-yl)propanoate). RXN SMILES: [O:1]1[CH2:4][C:3](=[C:5]([CH3:11])[C:6]([O:8][CH2:9][CH3:10])=[O:7])[CH2:2]1>CCO.[Pd]>[O:1]1[CH2:2][CH:3]([CH:5]([CH3:11])[C:6]([O:8][CH2:9][CH3:10])=[O:7])[CH2:4]1. Procedure details: To a solution of (i) (151 mg, 0.97 mmol) in EtOH (54 mL) was added 10% Pd/C (50 mg, 0.05 mmol). The reaction was degassed and purged with hydrogen at balloon pressure (×3) then stirred under hydrogen at RT for 16 h. The reaction mixture was filtered and the residue washed with acetonitrile (10 mL). The combined organics were concentrated in vacuo and the residue, (ii) (148 mg), was used without further purification.